From a dataset of the Open Reaction Database (ORD), a public repository of structured organic reaction records. describe an organic reaction: reactants, conditions, products, and yield The reactants are FC1=CC=C(C=C1)N1C(=NC=C1C(=O)OCC)CO (ethyl 1-(4-fluorophenyl)-2-(hydroxymethyl)-1H-imidazole-5-carboxylate), CC(=O)OI1(C=2C=CC=CC2C(=O)O1)(OC(=O)C)OC(=O)C (Dess-Martin Periodinane), [O-]S(=O)(=S)[O-].[Na+].[Na+] (Na2S2O3), C(=O)(O)[O-].[Na+] (NaHCO3). The solvent is ClCCl (dichloromethane). The product is FC1=CC=C(C=C1)N1C(=NC=C1C(=O)OCC)C=O (ethyl 1-(4-fluorophenyl)-2-formyl-1H-imidazole-5-carboxylate). As a reaction SMILES: [F:1][C:2]1[CH:7]=[CH:6][C:5]([N:8]2[C:12]([C:13]([O:15][CH2:16][CH3:17])=[O:14])=[CH:11][N:10]=[C:9]2[CH2:18][OH:19])=[CH:4][CH:3]=1.CC(OI1(OC(C)=O)(OC(C)=O)OC(=O)C2C=CC=CC1=2)=O.[O-]S([O-])(=S)=O.[Na+].[Na+].C([O-])(O)=O.[Na+]>ClCCl>[F:1][C:2]1[CH:3]=[CH:4][C:5]([N:8]2[C:12]([C:13]([O:15][CH2:16][CH3:17])=[O:14])=[CH:11][N:10]=[C:9]2[CH:18]=[O:19])=[CH:6][CH:7]=1 |f:2.3.4,5.6|. Reported procedure: A solution of ethyl 1-(4-fluorophenyl)-2-(hydroxymethyl)-1H-imidazole-5-carboxylate (15) (210 mg, 0.80 mmol), and Dess-Martin Periodinane (DMP) (562 mg, 1.32 mmol) in dichloromethane (8 mL) was stirred at room temperature for 1 h. The reaction was added to a 1:1 mixture of Na2S2O3 (10% aq.) and NaHCO3 (sat.), then extracted with dichloromethane. The combined organic layers were washed with water, dried over sodium sulfate, filtered and concentrated in vacuo. The residue was purified by flash col... Starting materials: N (ammonia), ClC1=C(C(=NC(=C1C)Cl)C)C (4,6-dichloro-2,3,5 trimethylpyridine), [H][H] (hydrogen). Reagents/catalysts: [Pd] (Pd/C). Solvent: C(C)O (ethanol). Conditions: time 3 hour. Yields the product CC1=NC=C(C=C1C)C (2,3,5-trimethylpyridine). As a reaction SMILES: Cl[C:2]1[C:7]([CH3:8])=[C:6](Cl)[N:5]=[C:4]([CH3:10])[C:3]=1[CH3:11].N.[H][H]>C(O)C.[Pd]>[CH3:10][C:4]1[C:3]([CH3:11])=[CH:2][C:7]([CH3:8])=[CH:6][N:5]=1. Procedure: 20 g 4,6-dichloro-2,3,5 trimethylpyridine was dissolved in 150 ml ethanol and 1 g 10% Pd/C and 10 ml conc. aqueous ammonia. The hydrogenation was performed at 3 bar for 3 hrs when the calculated amount of hydrogen had been adsorbed. Evaporation of solvent gave the 2,3,5-trimethylpyridine. Starting materials: Cl (hydrochloric acid), C(C)OC(C(CC=1C(=NC(=CC1)NC(=O)OC(C)(C)C)C)CSC(C)=O)=O (2-acetylsulfanylmethyl-3-(6-tert-butoxycarbonylamino-2-methyl-pyridin-3-yl)-propionic acid ethyl ester). Yields the product NC1=CC=C(C(=N1)C)CC(C(=O)O)CS (3-(6-Amino-2-methyl-pyridin-3-yl)-2-mercaptomethyl-propionic acid). Isolated yield 90.7%. RXN SMILES: Cl.C([O:4][C:5](=[O:28])[CH:6]([CH2:23][S:24]C(=O)C)[CH2:7][C:8]1[C:9]([CH3:22])=[N:10][C:11]([NH:14]C(OC(C)(C)C)=O)=[CH:12][CH:13]=1)C>>[NH2:14][C:11]1[N:10]=[C:9]([CH3:22])[C:8]([CH2:7][CH:6]([CH2:23][SH:24])[C:5]([OH:28])=[O:4])=[CH:13][CH:12]=1. Procedure: Conc. hydrochloric acid (2 mL) was added to 2-acetylsulfanylmethyl-3-(6-tert-butoxycarbonylamino-2-methyl-pyridin-3-yl)-propionic acid ethyl ester (77 mg, 0.19 mmol) under argon. The reaction was heated to reflux for 110 min and was then concentrated under reduced pressure to give the title compound (39 mg, 76%) as the hydrochloride salt. Starting materials: Cl (hydrochloric acid), C(C1=CC=CC=C1)N(CCN1C(C(OC2=C1C=C(C(=C2)F)C#N)(C)C)=O)CC2=CC=CC=C2 (4-[2-(Dibenzylamino)ethyl]-7-fluoro-2,2-dimethyl-3-oxo-3,4-dihydro-2H-1,4-benzoxazine-6-carbonitrile), C(C)(=O)O (acetic acid), O (water). Yields the product C(C1=CC=CC=C1)N(CCN1C(C(OC2=C1C=C(C(=C2)F)C(=O)O)(C)C)=O)CC2=CC=CC=C2 (4-[2-(Dibenzylamino)ethyl]-7-fluoro-2,2-dimethyl-3-oxo-3,4-dihydro-2H-1,4-benzoxazine-6-carboxylic acid). As a reaction SMILES: [CH2:1]([N:8]([CH2:27][C:28]1[CH:33]=[CH:32][CH:31]=[CH:30][CH:29]=1)[CH2:9][CH2:10][N:11]1[C:16]2[CH:17]=C(C#N)[C:19]([F:21])=[CH:20][C:15]=2[O:14][C:13]([CH3:25])([CH3:24])[C:12]1=[O:26])[C:2]1[CH:7]=[CH:6][CH:5]=[CH:4][CH:3]=1.Cl.O.[C:36]([OH:39])(=[O:38])[CH3:37]>>[CH2:1]([N:8]([CH2:27][C:28]1[CH:29]=[CH:30][CH:31]=[CH:32][CH:33]=1)[CH2:9][CH2:10][N:11]1[C:16]2[CH:17]=[C:37]([C:36]([OH:39])=[O:38])[C:19]([F:21])=[CH:20][C:15]=2[O:14][C:13]([CH3:25])([CH3:24])[C:12]1=[O:26])[C:2]1[CH:7]=[CH:6][CH:5]=[CH:4][CH:3]=1. Procedure: 4-[2-(Dibenzylamino)ethyl]-7-fluoro-2,2-dimethyl-3-oxo-3,4-dihydro-2H-1,4-benzoxazine-6-carbonitrile (588 mg) was dissolved in acetic acid (5 ml), and thereto was added conc. hydrochloric acid (5 ml), and the mixture was refluxed for 75 hours. The reaction solution was cooled, and thereto was added water, and filtered. The solid collected by filtration was washed with water and dried at 70° C. for 18 hours to give the title compound (406 mg). Reactants: O (Water), ClC1=C(C=CC(=C1)OC1=CC=NC2=CC(=C(C=C12)OC)O)NC(=O)NCCC (N-{2-chloro-4-[(7-hydroxy-6-methoxy-4-quinolyl)oxy]phenyl)-N′-propylurea), C([O-])([O-])=O.[K+].[K+] (potassium carbonate), Cl.ClCC1=NC=CC=C1 (2-chloromethylpyridine hydrochloride). Run in CN(C=O)C (N,N-dimethylformamide). Reaction conditions: temperature 80 celsius, time 3 hour. The product is ClC1=C(C=CC(=C1)OC1=CC=NC2=CC(=C(C=C12)OC)OCC1=NC=CC=C1)NC(=O)NCCC (N-(2-Chloro-4-{[6-methoxy-7-(2-pyridyl-methoxy)-4-quinolyl]oxy}phenyl)-N′-propylurea). Isolated yield 82.0%. Reaction SMILES: [Cl:1][C:2]1[CH:7]=[C:6]([O:8][C:9]2[C:18]3[C:13](=[CH:14][C:15]([OH:21])=[C:16]([O:19][CH3:20])[CH:17]=3)[N:12]=[CH:11][CH:10]=2)[CH:5]=[CH:4][C:3]=1[NH:22][C:23]([NH:25][CH2:26][CH2:27][CH3:28])=[O:24].C(=O)([O-])[O-].[K+].[K+].Cl.Cl[CH2:37][C:38]1[CH:43]=[CH:42][CH:41]=[CH:40][N:39]=1.O>CN(C)C=O>[Cl:1][C:2]1[CH:7]=[C:6]([O:8][C:9]2[C:18]3[C:13](=[CH:14][C:15]([O:21][CH2:37][C:38]4[CH:43]=[CH:42][CH:41]=[CH:40][N:39]=4)=[C:16]([O:19][CH3:20])[CH:17]=3)[N:12]=[CH:11][CH:10]=2)[CH:5]=[CH:4][C:3]=1[NH:22][C:23]([NH:25][CH2:26][CH2:27][CH3:28])=[O:24] |f:1.2.3,4.5|. Procedure: A starting compound (N-{2-chloro-4-[(7-hydroxy-6-methoxy-4-quinolyl)oxy]phenyl)-N′-propylurea, 80 mg), potassium carbonate (138 mg), and 2-chloromethylpyridine hydrochloride (41 mg) were dissolved in N,N-dimethylformamide (1 ml), and the solution was stirred at 80° C. for 3 hr. Water was added to the reaction mixture, and the mixture was extracted with chloroform-propanol (3/1). The organic layer was dried over anhydrous sodium sulfate. The solvent was removed by distillation under the reduced p... As a reaction SMILES: [CH2:37]([Cl:38])[Cl:39].[CH3:1][S:2][c:3]1[cH:4][cH:5][c:6]([N:9]=[C:10]=[O:11])[cH:7][cH:8]1.[CH:34](=[O:35])[CH3:36].[Cl:12][c:13]1[cH:14][cH:15][c:16]([C:19]2=[N:20][NH:21][CH2:22][CH:23]2[c:24]2[n:25][cH:26][c:27]([C:30]([F:31])([F:32])[F:33])[cH:28][cH:29]2)[cH:17][cH:18]1>>[CH3:1][S:2][c:3]1[cH:4][cH:5][c:6]([NH:9][C:10](=[O:11])[N:21]2[N:20]=[C:19]([c:16]3[cH:15][cH:14][c:13]([Cl:12])[cH:18][cH:17]3)[CH:23]([c:24]3[n:25][cH:26][c:27]([C:30]([F:31])([F:32])[F:33])[cH:28][cH:29]3)[CH2:22]2)[cH:7][cH:8]1. Starting materials: ClCCl, CSc1ccc(N=C=O)cc1, CC=O, FC(F)(F)c1ccc(C2CNN=C2c2ccc(Cl)cc2)nc1. Product: CSc1ccc(NC(=O)N2CC(c3ccc(C(F)(F)F)cn3)C(c3ccc(Cl)cc3)=N2)cc1. The product is COC(=O)c1ccc(I)c([N+](=O)[O-])c1. Reactants: CO, O=C(O)c1ccc(I)c([N+](=O)[O-])c1, O=S(=O)(O)O. Reaction SMILES: [CH3:19][OH:20].[I:1][c:2]1[c:3]([N+:11](=[O:12])[O-:13])[cH:4][c:5]([C:6](=[O:7])[OH:8])[cH:9][cH:10]1.[S:14](=[O:15])(=[O:16])([OH:17])[OH:18]>>[I:1][c:2]1[c:3]([N+:11](=[O:12])[O-:13])[cH:4][c:5]([C:6]([O:7][CH3:19])=[O:8])[cH:9][cH:10]1. Reactants: C(C)C=1N(C2=C(C=NC=3C=C(C=CC23)CCC(=O)N(C)C)N1)CC(C)(C)O (3-[2-ethyl-1-(2-hydroxy-2-methylpropyl)-1H-imidazo[4,5-c]quinolin-7-yl]-N,N-dimethylpropanamide), ClC=1C=C(C(=O)OO)C=CC1 (3-chloroperoxybenzoic acid), C1(=CC=C(C=C1)S(=O)(=O)Cl)C (p-Toluenesulfonyl chloride), [OH-].[NH4+] (ammonium hydroxide). Run in ClCCl (dichloromethane). Conditions: time 10 minute. The product is NC1=NC=2C=C(C=CC2C2=C1N=C(N2CC(C)(C)O)CC)CCC(=O)N(C)C (3-[4-amino-2-ethyl-1-(2-hydroxy-2-methylpropyl)-1H-imidazo[4,5-c]quinolin-7-yl]-N,N-dimethylpropanamide). Reaction SMILES: [CH2:1]([C:3]1[N:4]([CH2:23][C:24]([OH:27])([CH3:26])[CH3:25])[C:5]2[C:14]3[CH:13]=[CH:12][C:11]([CH2:15][CH2:16][C:17]([N:19]([CH3:21])[CH3:20])=[O:18])=[CH:10][C:9]=3[N:8]=[CH:7][C:6]=2[N:22]=1)[CH3:2].ClC1C=C(C=CC=1)C(OO)=O.[OH-].[NH4+:40].C1(C)C=CC(S(Cl)(=O)=O)=CC=1>ClCCl>[NH2:40][C:7]1[C:6]2[N:22]=[C:3]([CH2:1][CH3:2])[N:4]([CH2:23][C:24]([OH:27])([CH3:26])[CH3:25])[C:5]=2[C:14]2[CH:13]=[CH:12][C:11]([CH2:15][CH2:16][C:17]([N:19]([CH3:21])[CH3:20])=[O:18])=[CH:10][C:9]=2[N:8]=1 |f:2.3|. Procedure details: To a stirring solution of crude 3-[2-ethyl-1-(2-hydroxy-2-methylpropyl)-1H-imidazo[4,5-c]quinolin-7-yl]-N,N-dimethylpropanamide, (1.2 g, 3.3 mmol) in dichloromethane (75 mL) was added 3-chloroperoxybenzoic acid (60% pure, 941 mg, 3.6 mmol). After 18 hours concentrated ammonium hydroxide (50 mL) was added and the reaction was vigorously stirred for 10 minutes. p-Toluenesulfonyl chloride (690 mg, 3.6 mmol) was then added in one portion and the reaction was stirred for one hour. The fractions were ... Starting materials: C1CCOC1, C[Si](C)(C)CCOCCl, [H-], [Na+], O, c1c[nH]cn1. Reaction SMILES: [CH2:18]1[O:19][CH2:20][CH2:21][CH2:22]1.[CH3:8][Si:9]([CH2:10][CH2:11][O:12][CH2:13][Cl:14])([CH3:15])[CH3:16].[H-:1].[Na+:2].[OH2:17].[nH:3]1[cH:4][n:5][cH:6][cH:7]1>>[nH:3]1[c:4]([CH2:13][O:12][CH2:11][CH2:10][Si:9]([CH3:8])([CH3:15])[CH3:16])[n:5][cH:6][cH:7]1. Product: C[Si](C)(C)CCOCc1ncc[nH]1. Reactants: NC(=O)C=1C(=C(C(=NC1OCC)C(F)(F)F)C(=O)OCC)OCC (Ethyl 5-aminocarbonyl-4,6-diethoxy-2-(trifluoromethyl)-3-pyridinecarboxylate). Run in O=P(Cl)(Cl)Cl (POCl3). Yields the product C(#N)C=1C(=C(C(=NC1OCC)C(F)(F)F)C(=O)OCC)OCC (Ethyl 5-cyano-4,6-diethoxy-2-(trifluoromethyl)-3-pyridinecarboxylate). Yield: 24.1%. RXN SMILES: [NH2:1][C:2]([C:4]1[C:5]([O:22][CH2:23][CH3:24])=[C:6]([C:17]([O:19][CH2:20][CH3:21])=[O:18])[C:7]([C:13]([F:16])([F:15])[F:14])=[N:8][C:9]=1[O:10][CH2:11][CH3:12])=O>O=P(Cl)(Cl)Cl>[C:2]([C:4]1[C:5]([O:22][CH2:23][CH3:24])=[C:6]([C:17]([O:19][CH2:20][CH3:21])=[O:18])[C:7]([C:13]([F:16])([F:14])[F:15])=[N:8][C:9]=1[O:10][CH2:11][CH3:12])#[N:1]. Reported procedure: A mixture of 6.17 g (0.018 mol) of product of Example 23 and 100 ml of POCl3 was held at reflux for 7 hours and concentrated in vacuo. The residue was poured into water and extracted with ether. The ether extract was washed with 15% K2CO3, dried (MgSO4) and concentrated to give 1.44 g (24.6%) of product as an oil; nD25 1.4677.